Dataset: the Open Reaction Database (ORD), a public repository of structured organic reaction records. Task: describe an organic reaction: reactants, conditions, products, and yield Reactants: O=C([O-])[O-], CCOC1(c2ccc(C#C[Si](C)(C)C)cc2C(C)C)CC1, CO, [K+], [K+]. The product is C#Cc1ccc(C2(OCC)CC2)c(C(C)C)c1. Reaction SMILES: [C:22](=[O:23])([O-:24])[O-:25].[CH2:1]([CH3:2])[O:3][C:4]1([c:7]2[c:8]([CH:19]([CH3:20])[CH3:21])[cH:9][c:10]([C:13]#[C:14][Si:15]([CH3:16])([CH3:17])[CH3:18])[cH:11][cH:12]2)[CH2:5][CH2:6]1.[CH3:28][OH:29].[K+:26].[K+:27]>>[CH2:1]([CH3:2])[O:3][C:4]1([c:7]2[c:8]([CH:19]([CH3:20])[CH3:21])[cH:9][c:10]([C:13]#[CH:14])[cH:11][cH:12]2)[CH2:5][CH2:6]1.